Dataset: the Open Reaction Database (ORD), a public repository of structured organic reaction records. Task: describe an organic reaction: reactants, conditions, products, and yield Starting materials: FC=1C=C(C=CC1I)N1C(OC(C1)CNC(C)=O)=O ((±)-N-[[3-(3-fluoro-4-iodophenyl)-2-oxo-5-oxazolidinyl]methyl]acetamide), C[Sn](C1=CC=NC=C1)(C)C (trimethyl(4-pyridyl)tin). Reagents/catalysts: C1=CC=C(C=C1)P(C2=CC=CC=C2)C3=CC=CC=C3.C1=CC=C(C=C1)P(C2=CC=CC=C2)C3=CC=CC=C3.Cl[Pd]Cl (Bis(triphenylphosphine)palladium (II) chloride). The solvent is O1CCOCC1 (1,4-dioxane). Conditions: time 4 hour. Product: FC=1C=C(C=CC1C1=CC=NC=C1)N1C(O[C@H](C1)CNC(C)=O)=O ((S)-N-[[3-[3-fluoro-4-(4-pyridyl)phenyl]-2-oxo-5-oxazolidinyl]methyl]acetamide). Reaction SMILES: [F:1][C:2]1[CH:3]=[C:4]([N:9]2[CH2:13][CH:12]([CH2:14][NH:15][C:16](=[O:18])[CH3:17])[O:11][C:10]2=[O:19])[CH:5]=[CH:6][C:7]=1I.C[Sn](C)(C)[C:22]1[CH:27]=[CH:26][N:25]=[CH:24][CH:23]=1>O1CCOCC1.C1C=CC(P(C2C=CC=CC=2)C2C=CC=CC=2)=CC=1.C1C=CC(P(C2C=CC=CC=2)C2C=CC=CC=2)=CC=1.Cl[Pd]Cl>[F:1][C:2]1[CH:3]=[C:4]([N:9]2[CH2:13][C@H:12]([CH2:14][NH:15][C:16](=[O:18])[CH3:17])[O:11][C:10]2=[O:19])[CH:5]=[CH:6][C:7]=1[C:22]1[CH:27]=[CH:26][N:25]=[CH:24][CH:23]=1 |f:3.4.5|. Procedure details: A slurry of (±)-N-[[3-(3-fluoro-4-iodophenyl)-2-oxo-5-oxazolidinyl]methyl]acetamide (PREPARATION 18, 0.063 g, 0.165 mmol) and trimethyl(4-pyridyl)tin (0.060 g, 0.248 mmol) in 1,4-dioxane (5 ml) is degassed by repeated evacuation and filling with nitrogen. Bis(triphenylphosphine)palladium (II) chloride (0.012 g, 0.0165 mmol) is added, the reaction again degassed, and then the mixture is brought to reflux under nitrogen. After 4 hr TLC (silica gel, 10% methanol/chloroform) reveals some of the iodi...